This data is from the Open Reaction Database (ORD), a public repository of structured organic reaction records. The task is: describe an organic reaction: reactants, conditions, products, and yield Starting materials: OCCC1=CC=C(C=C1)NC(C(C)C)=O (N-[4-(2-hydroxyethyl)phenyl]isobutyramide), N(=NC(=O)N1CCCCC1)C(=O)N1CCCCC1 (azodicarbonyl dipiperidine), C1(=CC=CC=C1)P(C1=CC=CC=C1)C1=CC=CC=C1 (triphenylphosphine), N(=NC(=O)N1CCCCC1)C(=O)N1CCCCC1 (Azodicarbonyl dipiperidine), C1(=CC=CC=C1)P(C1=CC=CC=C1)C1=CC=CC=C1 (triphenylphosphine), OCCC1=CC=C(C=C1)NC(C(C)C)=O (N-[4-(2-hydroxyethyl)phenyl]isobutyramide), C(C)OC([C@H](CC1=CC=C(C=C1)O)OCC)=O ((S)-2-ethoxy-3-(4-hydroxyphenyl)propanoic acid ethyl ester). Solvent: ClCCl (dichloromethane). Reaction conditions: time 24 hour. The product is C(C)OC([C@H](CC1=CC=C(C=C1)OCCC1=CC=C(C=C1)NC(C(C)C)=O)OCC)=O ((S)-2-ethoxy-3-{4-[2-(4-isobutyrylaminophenyl)ethoxy]phenyl}propanoic acid ethyl ester). Isolated yield 87.3%. Reaction SMILES: N(C(N1CCCCC1)=O)=NC(N1CCCCC1)=O.C1(P(C2C=CC=CC=2)C2C=CC=CC=2)C=CC=CC=1.[OH:38][CH2:39][CH2:40][C:41]1[CH:46]=[CH:45][C:44]([NH:47][C:48](=[O:52])[CH:49]([CH3:51])[CH3:50])=[CH:43][CH:42]=1.[CH2:53]([O:55][C:56](=[O:69])[C@@H:57]([O:66][CH2:67][CH3:68])[CH2:58][C:59]1[CH:64]=[CH:63][C:62](O)=[CH:61][CH:60]=1)[CH3:54]>ClCCl>[CH2:53]([O:55][C:56](=[O:69])[C@@H:57]([O:66][CH2:67][CH3:68])[CH2:58][C:59]1[CH:64]=[CH:63][C:62]([O:38][CH2:39][CH2:40][C:41]2[CH:46]=[CH:45][C:44]([NH:47][C:48](=[O:52])[CH:49]([CH3:50])[CH3:51])=[CH:43][CH:42]=2)=[CH:61][CH:60]=1)[CH3:54]. Procedure details: Azodicarbonyl dipiperidine (0.99 g; 3.93 mmole) and triphenylphosphine (1.03 g; 3.93 mmole) were added to a solution of N-[4-(2-hydroxyethyl)phenyl]isobutyramide (described in Example 68a) (0.79 g; 3.93 mmole) and (S)-2-ethoxy-3-(4-hydroxyphenyl)propanoic acid ethyl ester (described in Example 40h) (0.78 g; 3.27 mmole) in dry dichloromethane (25 ml). After stirring at room temperature over night more N-[4-(2-hydroxyethyl)phenyl]isobutyramide, azodicarbonyl dipiperidine (0.16 g; 0.65 mmole) and t... The reactants are FC(C1=NN(C=C1C(=O)Cl)C)F (3-difluoromethyl-1-methyl-1H-pyrazole-4-carbonyl chloride), ClC1=C(C(=CC(=C1)Cl)Cl)C1C(C1)C(C)NOC (N-{1-[2-(2,4,6-trichlorophenyl)-cyclopropyl]-ethyl}-O-methyl-hydroxylamine), C1CN2CCN1CC2 (DABCO). Run in C(C)#N (acetonitrile), C(C)#N (acetonitrile). Reaction conditions: time 2 hour. Yields the product ClC1=C(C(=CC(=C1)Cl)Cl)[C@H]1[C@@H](C1)C(C)N(C(=O)C=1C(=NN(C1)C)C(F)F)OC (trans-3-difluoromethyl-1-methyl-1H-pyrazole-4-carboxylic acid {1-[2-(2,4,6-trichlorophenyl)-cyclopropyl]-ethyl}-methoxy-amide). As a reaction SMILES: [F:1][CH:2]([F:12])[C:3]1[C:7]([C:8](Cl)=[O:9])=[CH:6][N:5]([CH3:11])[N:4]=1.[Cl:13][C:14]1[CH:19]=[C:18]([Cl:20])[CH:17]=[C:16]([Cl:21])[C:15]=1[CH:22]1[CH2:24][CH:23]1[CH:25]([NH:27][O:28][CH3:29])[CH3:26].C1N2CCN(CC2)C1>C(#N)C>[Cl:13][C:14]1[CH:19]=[C:18]([Cl:20])[CH:17]=[C:16]([Cl:21])[C:15]=1[C@@H:22]1[CH2:24][C@H:23]1[CH:25]([N:27]([O:28][CH3:29])[C:8]([C:7]1[C:3]([CH:2]([F:12])[F:1])=[N:4][N:5]([CH3:11])[CH:6]=1)=[O:9])[CH3:26]. Procedure: A solution of 3-difluoromethyl-1-methyl-1H-pyrazole-4-carbonyl chloride (24 mg; 0.12 mmol) in acetonitrile (1 ml) was added dropwise to a stirred mixture of N-{1-[2-(2,4,6-trichlorophenyl)-cyclopropyl]-ethyl}-O-methyl-hydroxylamine (24 mg; 0.08 mmol), prepared as described in example P16 and DABCO (14 mg; 0.12 mmol) in acetonitrile (1 ml) at ambient temperature. The reaction mixture was stirred for 2 hours at ambient temperature. The solvent was removed in vacuo and the residue was purified by f... Reactants: NC=1C=C2C=3CC(CCC3NC2=CC1)N(C)C (6-amino-3-(dimethyl)amino-1,2,3,4-tetrahydro-9H-carbazole), CC1=C(C(=O)Cl)C=CC=C1 (2-methylbenzoyl chloride). The product is CC1=C(C(=O)NC=2C=C3C=4CC(CCC4NC3=CC2)N(C)C)C=CC=C1 (6-(2-methylbenzoyl)amino-3-(dimethyl)amino-1,2,3,4-tetrahydro-9H-carbazole). Isolated yield 70.7%. As a reaction SMILES: [NH2:1][C:2]1[CH:3]=[C:4]2[C:12](=[CH:13][CH:14]=1)[NH:11][C:10]1[CH2:9][CH2:8][CH:7]([N:15]([CH3:17])[CH3:16])[CH2:6][C:5]2=1.[CH3:18][C:19]1[CH:27]=[CH:26][CH:25]=[CH:24][C:20]=1[C:21](Cl)=[O:22]>>[CH3:18][C:19]1[CH:27]=[CH:26][CH:25]=[CH:24][C:20]=1[C:21]([NH:1][C:2]1[CH:3]=[C:4]2[C:12](=[CH:13][CH:14]=1)[NH:11][C:10]1[CH2:9][CH2:8][CH:7]([N:15]([CH3:17])[CH3:16])[CH2:6][C:5]2=1)=[O:22]. Procedure: Beginning with 10.4 mg (0.046 mMol) 6-amino-3-(dimethyl)amino-1,2,3,4-tetrahydro-9H-carbazole and 8.9 μL (0.051 mMol) 2-methylbenzoyl chloride, 11.3 mg (71%) of the title compound were recovered as a beige solid. Run in O (water). Reported procedure: 5-Bromo-N-ethyl-3 -thiophenecarboxamide was prepared from 5-bromo-3-thiophenecarboxylic acid (2.1 g, 10 mmol) and 70% ethylamine in water according to the methods of steps a and b of Example 248 in 70% yield. Reaction SMILES: [Br:1][C:2]1[S:6][CH:5]=[C:4]([C:7]([OH:9])=O)[CH:3]=1.[CH2:10]([NH2:12])[CH3:11]>O>[Br:1][C:2]1[S:6][CH:5]=[C:4]([C:7]([NH:12][CH2:10][CH3:11])=[O:9])[CH:3]=1. The product is BrC1=CC(=CS1)C(=O)NCC (5-Bromo-N-ethyl-3 -thiophenecarboxamide). Yield: 70.0%. Starting materials: BrC1=CC(=CS1)C(=O)O (5-bromo-3-thiophenecarboxylic acid), C(C)N (ethylamine). Reactants: O=C(O)COc1ccccc1, CCNc1cccc(C)c1. Reagents/catalysts: [B-](F)(F)(F)F.CN(C)C(=[N+](C)C)ON1C(=O)CCC1=O (TSTU), CCN(C(C)C)C(C)C (DIPEA). Run in CN(C)C=O (DMF), CN(C)C=O (DMF), CN(C)C=O (DMF), CN(C)C=O (DMF), CN(C)C=O (DMF), CN(C)C=O (DMF). Conditions: temperature 25 celsius, time 2 hour. Yields the product CCN(C(=O)COc1ccccc1)c1cccc(C)c1. Isolated yield 6.3%. As a reaction SMILES: CCNc1cccc(C)c1.O=C(O)COc1ccccc1.[B-](F)(F)(F)F.CN(C)C(=[N+](C)C)ON1C(=O)CCC1=O.CCN(C(C)C)C(C)C.CN(C)C=O>>CCN(C(=O)COc1ccccc1)c1cccc(C)c1. The reactants are CCO, CCOC(=O)Cc1ccc2c(c1)CCC(NS(=O)(=O)c1ccc(Cl)cc1)C2, [Na+], [OH-]. Product: O=C(O)Cc1ccc2c(c1)CCC(NS(=O)(=O)c1ccc(Cl)cc1)C2. As a reaction SMILES: [CH3:30][CH2:31][OH:32].[Cl:3][c:4]1[cH:5][cH:6][c:7]([S:10](=[O:11])(=[O:12])[NH:13][CH:14]2[CH2:15][c:16]3[cH:17][cH:18][c:19]([CH2:24][C:25](=[O:26])[O:27][CH2:28][CH3:29])[cH:20][c:21]3[CH2:22][CH2:23]2)[cH:8][cH:9]1.[Na+:2].[OH-:1]>>[Cl:3][c:4]1[cH:5][cH:6][c:7]([S:10](=[O:11])(=[O:12])[NH:13][CH:14]2[CH2:15][c:16]3[cH:17][cH:18][c:19]([CH2:24][C:25](=[O:26])[OH:27])[cH:20][c:21]3[CH2:22][CH2:23]2)[cH:8][cH:9]1. The reactants are [Li]C(C)(C)C, C1CCOC1, [Cl-], O=CN1CCCCC1, [NH4+], CC(C)(C)OC(=O)Nc1cccnc1. As a reaction SMILES: [C:15]([Li:16])([CH3:17])([CH3:18])[CH3:19].[CH2:30]1[O:31][CH2:32][CH2:33][CH2:34]1.[Cl-:28].[N:20]1([CH:26]=[O:27])[CH2:21][CH2:22][CH2:23][CH2:24][CH2:25]1.[NH4+:29].[n:1]1[cH:2][c:3]([NH:7][C:8]([O:9][C:10]([CH3:11])([CH3:12])[CH3:13])=[O:14])[cH:4][cH:5][cH:6]1>>[n:1]1[cH:2][c:3]([NH:7][C:8]([O:9][C:10]([CH3:11])([CH3:12])[CH3:13])=[O:14])[c:4]([CH:26]=[O:27])[cH:5][cH:6]1. Product: CC(C)(C)OC(=O)Nc1cnccc1C=O. Starting materials: BrCc1ccccc1, O=c1[nH]cc(Br)c(=O)[nH]1, O=C([O-])[O-], CN(C)C=O, [K+], [K+], O. Product: O=c1[nH]c(=O)n(Cc2ccccc2)cc1Br. RXN SMILES: [Br:16][CH2:17][c:18]1[cH:19][cH:20][cH:21][cH:22][cH:23]1.[Br:1][c:2]1[c:3](=[O:9])[nH:4][c:5](=[O:8])[nH:6][cH:7]1.[C:10](=[O:11])([O-:12])[O-:13].[CH3:25][N:26]([CH3:27])[CH:28]=[O:29].[K+:14].[K+:15].[OH2:24]>>[Br:1][c:2]1[c:3](=[O:9])[nH:4][c:5](=[O:8])[n:6]([CH2:17][c:18]2[cH:19][cH:20][cH:21][cH:22][cH:23]2)[cH:7]1. Starting materials: BrC1=C(C(=C(NC)C=C1)[N+](=O)[O-])F (4-bromo-3-fluoro-N-methyl-2-nitroaniline), CN1C(C2=C(C(=C1)B1OC(C(O1)(C)C)(C)C)C=CN2COCC[Si](C)(C)C)=O (6-methyl-4-(4,4,5,5-tetramethyl-1,3,2-dioxaborolan-2-yl)-1-{[2-(trimethylsilyl)ethoxy]methyl}-1,6-dihydro-7H-pyrrolo[2,3-c]pyridin-7-one). Yields the product FC1=C(C=CC(=C1[N+](=O)[O-])NC)C=1C2=C(C(N(C1)C)=O)N(C=C2)COCC[Si](C)(C)C (4-[2-Fluoro-4-(methylamino)-3-nitrophenyl]-6-methyl-1-{[2-(trimethylsilyl)ethoxy]methyl}-1,6-dihydro-7H-pyrrolo[2,3-c]pyridin-7-one). As a reaction SMILES: Br[C:2]1[CH:9]=[CH:8][C:5]([NH:6][CH3:7])=[C:4]([N+:10]([O-:12])=[O:11])[C:3]=1[F:13].[CH3:14][N:15]1[CH:20]=[C:19](B2OC(C)(C)C(C)(C)O2)[C:18]2[CH:30]=[CH:31][N:32]([CH2:33][O:34][CH2:35][CH2:36][Si:37]([CH3:40])([CH3:39])[CH3:38])[C:17]=2[C:16]1=[O:41]>>[F:13][C:3]1[C:4]([N+:10]([O-:12])=[O:11])=[C:5]([NH:6][CH3:7])[CH:8]=[CH:9][C:2]=1[C:19]1[C:18]2[CH:30]=[CH:31][N:32]([CH2:33][O:34][CH2:35][CH2:36][Si:37]([CH3:38])([CH3:40])[CH3:39])[C:17]=2[C:16](=[O:41])[N:15]([CH3:14])[CH:20]=1. Procedure: This compound was synthesized according to the procedure of Example 10, Step 5, using 4-bromo-3-fluoro-N-methyl-2-nitroaniline and 6-methyl-4-(4,4,5,5-tetramethyl-1,3,2-dioxaborolan-2-yl)-1-{[2-(trimethylsilyl)ethoxy]methyl}-1,6-dihydro-7H-pyrrolo[2,3-c]pyridin-7-one as the starting materials. LCMS calculated for C21H28FN4O4Si (M+H)+: m/z=447.2. found: 447.1. Starting materials: BrC1=C(C=C(C=C1)O)CC#N ((2-Bromo-5-hydroxy-phenyl)-acetonitrile), CC(C)(C)O (tBuOH), [OH-].[K+] (potassium hydroxide), Cl (HCl). Run at temperature 85 celsius, time 3 hour. Yields the product BrC1=C(C=C(C=C1)O)CC(=O)O ((2-Bromo-5-hydroxy-phenyl)-acetic acid). Reaction SMILES: [Br:1][C:2]1[CH:7]=[CH:6][C:5]([OH:8])=C[C:3]=1CC#N.[OH-:12].[K+].Cl.[CH3:15][C:16]([OH:19])(C)[CH3:17]>>[Br:1][C:2]1[CH:3]=[CH:17][C:16]([OH:19])=[CH:15][C:7]=1[CH2:6][C:5]([OH:8])=[O:12] |f:1.2|. Procedure: (2-Bromo-5-hydroxy-phenyl)-acetonitrile (1.4 g, 6.6 mmol) and potassium hydroxide (4.5 g, 78.9 mmol) were combined in tBuOH and stirred at 85° C. for 3 hours. Once no starting material was seen by analytical LCMS, the mixture was cooled to 0° C. and the pH was adjusted to pH 6 with 10% aqueous HCl. The solution was extracted with EtOAc to give the desired product as a colorless oil (1.5 g).